Dataset: the Open Reaction Database (ORD), a public repository of structured organic reaction records. Task: describe an organic reaction: reactants, conditions, products, and yield RXN SMILES: [BrH:22].[CH3:1][O:2][c:3]1[n:4][cH:5][c:6]([C:9](=[O:10])[c:11]2[c:12](-[c:17]3[o:18][cH:19][cH:20][cH:21]3)[n:13][c:14]([NH2:16])[s:15]2)[cH:7][cH:8]1.[CH3:29][C:30](=[O:31])[OH:32].[Na+:23].[Na+:24].[O-:25][C:26](=[O:27])[O-:28]>>[O:2]=[c:3]1[nH:4][cH:5][c:6]([C:9](=[O:10])[c:11]2[c:12](-[c:17]3[o:18][cH:19][cH:20][cH:21]3)[n:13][c:14]([NH2:16])[s:15]2)[cH:7][cH:8]1. The product is Nc1nc(-c2ccco2)c(C(=O)c2ccc(=O)[nH]c2)s1. Starting materials: Br, COc1ccc(C(=O)c2sc(N)nc2-c2ccco2)cn1, CC(=O)O, [Na+], [Na+], O=C([O-])[O-].